describe an organic reaction: reactants, conditions, products, and yield From a dataset of the Open Reaction Database (ORD), a public repository of structured organic reaction records. The reactants are C1(=CC=C(C=C1)S(=O)(=O)C(C(CC(=O)OC)C(OC)OC)(C)C)C (Methyl 4-p-tolylsulfonyl-4-methyl-3-dimethoxymethyl-pentanoate), C(C)O (ethanol), [OH-].[Na+] (sodium hydroxide). Solvent: O (water). The product is C1(=CC=C(C=C1)S(=O)(=O)C(C(CC(=O)O)C(OC)OC)(C)C)C (4-p-tolylsulfonyl-4-methyl-3-dimethoxymethyl-pentanoic acid). RXN SMILES: [C:1]1([CH3:24])[CH:6]=[CH:5][C:4]([S:7]([C:10]([CH3:23])([CH3:22])[CH:11]([CH:17]([O:20][CH3:21])[O:18][CH3:19])[CH2:12][C:13]([O:15]C)=[O:14])(=[O:9])=[O:8])=[CH:3][CH:2]=1.C(O)C.[OH-].[Na+]>O>[C:1]1([CH3:24])[CH:6]=[CH:5][C:4]([S:7]([C:10]([CH3:22])([CH3:23])[CH:11]([CH:17]([O:18][CH3:19])[O:20][CH3:21])[CH2:12][C:13]([OH:15])=[O:14])(=[O:9])=[O:8])=[CH:3][CH:2]=1 |f:2.3|. Reported procedure: 1 g of the product of Step A was added to a mixture of 20 ml of ethanol and 20 ml of aqueous 2 N sodium hydroxide solution and the mixture was refluxed for 17 hours and was cooled and poured into water. The mixture was extracted with methylene chloride and the organic phase was evaporated to dryness to obtain 4-p-tolylsulfonyl-4-methyl-3-dimethoxymethyl-pentanoic acid. Reactants: BrC/C=C/COC[C@@H]1CC[C@H](CC1)CN(S(=O)(=O)C1=CC=C(C=C1)C(F)(F)F)C (trans-N-[4-(4-bromo-(E)-but-2-enyloxymethyl)-cyclohexylmethyl]-N-methyl-4-trifluoromethyl-benzenesulfonamide), N1CCCCC1 (piperidine). Solvent: CN(C(C)=O)C (N,N-dimethylacetamide). Product: CN(S(=O)(=O)C1=CC=C(C=C1)C(F)(F)F)C[C@@H]1CC[C@H](CC1)COC\C=C\CN1CCCCC1 (trans-N-methyl-N-[4-(4-piperidin-1-yl-(E)-but-2-enyloxymethyl)-cyclohexylmethyl]-4-trifluoromethyl-benzenesulfonamide). RXN SMILES: Br[CH2:2]/[CH:3]=[CH:4]/[CH2:5][O:6][CH2:7][C@H:8]1[CH2:13][CH2:12][C@H:11]([CH2:14][N:15]([CH3:29])[S:16]([C:19]2[CH:24]=[CH:23][C:22]([C:25]([F:28])([F:27])[F:26])=[CH:21][CH:20]=2)(=[O:18])=[O:17])[CH2:10][CH2:9]1.[NH:30]1[CH2:35][CH2:34][CH2:33][CH2:32][CH2:31]1>CN(C)C(=O)C>[CH3:29][N:15]([CH2:14][C@H:11]1[CH2:12][CH2:13][C@H:8]([CH2:7][O:6][CH2:5]/[CH:4]=[CH:3]/[CH2:2][N:30]2[CH2:35][CH2:34][CH2:33][CH2:32][CH2:31]2)[CH2:9][CH2:10]1)[S:16]([C:19]1[CH:24]=[CH:23][C:22]([C:25]([F:28])([F:27])[F:26])=[CH:21][CH:20]=1)(=[O:18])=[O:17]. Procedure: In analogy to the method described in example 12.1, trans-N-[4-(4-bromo-(E)-but-2-enyloxymethyl)-cyclohexylmethyl]-N-methyl-4-trifluoromethyl-benzenesulfonamide was reacted with piperidine in N,N-dimethylacetamide at room temperature to yield trans-N-methyl-N-[4-(4-piperidin-1-yl-(E)-but-2-enyloxymethyl)-cyclohexylmethyl]-4-trifluoromethyl-benzenesulfonamide as yellow solid, MS: 503 (MH+). Reactants: NC1=C(C(=O)O)C=CC=C1C (2-amino-3-methylbenzoic acid), N (ammonia), C1(CCC1)N1CCC(CC1)OC1=CC=C(C=O)C=C1 (4-[(1-cyclobutyl-4-piperidinyl)oxy]benzaldehyde). Product: C1(CCC1)N1CCC(CC1)OC1=CC=C(C=C1)C1=NC2=C(C=CC=C2C(N1)=O)C (2-{4-[(1-Cyclobutylpiperidin-4-yl)oxy]phenyl}-8-methylquinazolin-4(3H)-one). Reaction SMILES: [NH2:1][C:2]1[C:10]([CH3:11])=[CH:9][CH:8]=[CH:7][C:3]=1[C:4]([OH:6])=O.[NH3:12].[CH:13]1([N:17]2[CH2:22][CH2:21][CH:20]([O:23][C:24]3[CH:31]=[CH:30][C:27]([CH:28]=O)=[CH:26][CH:25]=3)[CH2:19][CH2:18]2)[CH2:16][CH2:15][CH2:14]1>>[CH:13]1([N:17]2[CH2:22][CH2:21][CH:20]([O:23][C:24]3[CH:31]=[CH:30][C:27]([C:28]4[NH:12][C:4](=[O:6])[C:3]5[C:2](=[C:10]([CH3:11])[CH:9]=[CH:8][CH:7]=5)[N:1]=4)=[CH:26][CH:25]=3)[CH2:19][CH2:18]2)[CH2:16][CH2:15][CH2:14]1. Reported procedure: The entitled compound was obtained according to the method of Example 15 but starting from 2-amino-3-methylbenzoic acid, ammonia and 4-[(1-cyclobutyl-4-piperidinyl)oxy]benzaldehyde. Starting materials: BrCCC1=CC2=C(NC(CO2)=O)C=C1 (7-(2-bromoethyl)-3-oxo-2,3-dihydro-1,4-benzoxazine), [I-].[K+] (potassium iodide), CN(C=O)C (dimethylformamide). Product: NCCC1=CC2=C(NC(CO2)=O)C=C1 (7-(2-aminoethyl)-3-oxo-2,3-dihydro-1,4-benzoxazine). Reaction SMILES: Br[CH2:2][CH2:3][C:4]1[CH:14]=[CH:13][C:7]2[NH:8][C:9](=[O:12])[CH2:10][O:11][C:6]=2[CH:5]=1.[I-].[K+].C[N:18](C)C=O>>[NH2:18][CH2:2][CH2:3][C:4]1[CH:14]=[CH:13][C:7]2[NH:8][C:9](=[O:12])[CH2:10][O:11][C:6]=2[CH:5]=1 |f:1.2|. Procedure details: In a 250-cm3 ground-necked flask, 0.01 mol of 7-(2-bromoethyl)-3-oxo-2,3-dihydro-1,4-benzoxazine and 0.3 g of potassium iodide are dissolved in 30 cm3 of dimethylformamide. The reactants are OCc1cc(Br)cc(C(F)(F)F)c1, [C-]#N, [C-]#N, CN(C)C=O, [Zn+2], c1ccc(P(c2ccccc2)(c2ccccc2)[Pd](P(c2ccccc2)(c2ccccc2)c2ccccc2)(P(c2ccccc2)(c2ccccc2)c2ccccc2)P(c2ccccc2)(c2ccccc2)c2ccccc2)cc1. Yields the product N#Cc1cc(CO)cc(C(F)(F)F)c1. Reaction SMILES: [Br:1][c:2]1[cH:3][c:4]([CH2:12][OH:13])[cH:5][c:6]([C:8]([F:9])([F:10])[F:11])[cH:7]1.[C-:19]#[N:20].[C-:22]#[N:23].[CH3:14][N:15]([CH3:16])[CH:17]=[O:18].[Zn+2:21].[cH:24]1[cH:25][cH:26][c:27]([P:28]([Pd:29]([P:30]([c:31]2[cH:32][cH:33][cH:34][cH:35][cH:36]2)([c:37]2[cH:38][cH:39][cH:40][cH:41][cH:42]2)[c:43]2[cH:44][cH:45][cH:46][cH:47][cH:48]2)([P:49]([c:50]2[cH:51][cH:52][cH:53][cH:54][cH:55]2)([c:56]2[cH:57][cH:58][cH:59][cH:60][cH:61]2)[c:62]2[cH:63][cH:64][cH:65][cH:66][cH:67]2)[P:68]([c:69]2[cH:70][cH:71][cH:72][cH:73][cH:74]2)([c:75]2[cH:76][cH:77][cH:78][cH:79][cH:80]2)[c:81]2[cH:82][cH:83][cH:84][cH:85][cH:86]2)([c:87]2[cH:88][cH:89][cH:90][cH:91][cH:92]2)[c:93]2[cH:94][cH:95][cH:96][cH:97][cH:98]2)[cH:99][cH:100]1>>[c:2]1([C:14]#[N:15])[cH:3][c:4]([CH2:12][OH:13])[cH:5][c:6]([C:8]([F:9])([F:10])[F:11])[cH:7]1. Reaction SMILES: [CH2:1]([C@H:3]1[CH2:7][CH2:6][NH:5][C@@H:4]1[C:8]([OH:10])=O)[CH3:2].Cl.[CH:12]([O:15][C:16](=[O:23])[C@H:17]([CH2:19][CH2:20][S:21][CH3:22])[NH2:18])([CH3:14])[CH3:13].C1C=CC2N(O)N=NC=2C=1.C(Cl)CCl.CN1CCOCC1>CN(C=O)C>[CH:12]([O:15][C:16](=[O:23])[C@H:17]([CH2:19][CH2:20][S:21][CH3:22])[NH:18][C:8](=[O:10])[C@@H:4]1[C@@H:3]([CH2:1][CH3:2])[CH2:7][CH2:6][NH:5]1)([CH3:14])[CH3:13] |f:1.2|. Yields the product C(C)(C)OC([C@@H](NC([C@H]1NCC[C@@H]1CC)=O)CCSC)=O (3(S)-ethyl-prolyl-methionine isopropyl ester). Procedure details: N-(t-Butyloxycarbonyl)-pyrrolidin-2(S)-ylmethyl]3(S)-ethyl-proline (2.4 g, 0.008 mol), methionine isopropyl ester hydrochloride (2.21 g, 0.0097 mol), HOBT (1.49 g, 0.0097 mol) and EDC (1.86 g, 0.0097 mol) were dissolved in DMF (15 mL) at room temperature and treated with N-methylmorpholine (3 mL, 0.024 mol). The reaction mixture was stirred overnight at room temperature, then concentrated and partitioned between EtOAc and H2O. The organic layer was washed with aq satd NaHCO3 solution, brine, and... Conditions: time 8 hour. Solvent: CN(C)C=O (DMF). Starting materials: C(C)[C@@H]1[C@H](NCC1)C(=O)O (3(S)-ethyl-proline), Cl.C(C)(C)OC([C@@H](N)CCSC)=O (methionine isopropyl ester hydrochloride), C=1C=CC2=C(C1)N=NN2O (HOBT), C(CCl)Cl (EDC), CN1CCOCC1 (N-methylmorpholine). Starting materials: COC(CC1CCC(CC1)C1=CC=C(C=N1)NC(C(=O)OC)=O)=O (methyl ({6-[4-(2-methoxy-2-oxoethyl)cyclohexyl]pyridin-3-yl}amino)(oxo)acetate), O.NN (hydrazine monohydrate). Run in C(C)O (ethanol). Run at time 1.5 hour. The product is N(N)C(C(=O)NC=1C=CC(=NC1)[C@@H]1CC[C@H](CC1)CC(=O)OC)=O (Methyl [trans-4-(5-{[hydrazino(oxo)acetyl]amino}pyridin-2-yl)cyclohexyl]acetate). As a reaction SMILES: [CH3:1][O:2][C:3](=[O:24])[CH2:4][CH:5]1[CH2:10][CH2:9][CH:8]([C:11]2[N:16]=[CH:15][C:14]([NH:17][C:18](=[O:23])[C:19](OC)=[O:20])=[CH:13][CH:12]=2)[CH2:7][CH2:6]1.O.[NH2:26][NH2:27]>C(O)C>[NH:26]([C:19](=[O:20])[C:18]([NH:17][C:14]1[CH:13]=[CH:12][C:11]([C@H:8]2[CH2:9][CH2:10][C@H:5]([CH2:4][C:3]([O:2][CH3:1])=[O:24])[CH2:6][CH2:7]2)=[N:16][CH:15]=1)=[O:23])[NH2:27] |f:1.2|. Reported procedure: To a suspension of methyl ({6-[4-(2-methoxy-2-oxoethyl)cyclohexyl]pyridin-3-yl}amino)(oxo)acetate, prepared as above, (865 mg, 2.59 mmol) in absolute ethanol (50 mL) was added hydrazine monohydrate (0.15 mL, 3.09 mmol). A thick white suspension formed which was then allowed to stir at ambient temperature for ˜1.5 hrs, filtered, washed with ether (2×20 mL) and then dried to give the title compound (Intermediate 78), 610 mg (1.82 mmol, 70%) as a solid; 1H NMR δ 1.09-1.21 (m, 2H), 1.47-1.56 (m, 2H)...